From a dataset of the Open Reaction Database (ORD), a public repository of structured organic reaction records. describe an organic reaction: reactants, conditions, products, and yield Starting materials: Cc1cccc(N)c1C1=CC(C)(C)CC(C)(C)C1, ClC(Cl)Cl, Clc1ccccc1Cl, ClCCNCCCl, Cl, [Na+], O=C([O-])O. Product: Cc1cccc(N2CCNCC2)c1C1=CC(C)(C)CC(C)(C)C1. Reaction SMILES: [CH3:1][c:2]1[c:3]([C:9]2=[CH:10][C:11]([CH3:17])([CH3:18])[CH2:12][C:13]([CH3:15])([CH3:16])[CH2:14]2)[c:4]([NH2:8])[cH:5][cH:6][cH:7]1.[CH:40]([Cl:41])([Cl:42])[Cl:43].[Cl:19][c:20]1[c:21]([Cl:22])[cH:23][cH:24][cH:25][cH:26]1.[Cl:28][CH2:29][CH2:30][NH:31][CH2:32][CH2:33][Cl:34].[ClH:27].[Na+:35].[OH:36][C:37](=[O:38])[O-:39]>>[CH3:1][c:2]1[c:3]([C:9]2=[CH:10][C:11]([CH3:17])([CH3:18])[CH2:12][C:13]([CH3:15])([CH3:16])[CH2:14]2)[c:4]([N:8]2[CH2:29][CH2:30][NH:31][CH2:32][CH2:33]2)[cH:5][cH:6][cH:7]1.